Dataset: the Open Reaction Database (ORD), a public repository of structured organic reaction records. Task: describe an organic reaction: reactants, conditions, products, and yield The reactants are BrC1=CC=CC=2C(C3=C(C=CC21)C=C(C=C3)C)=O (1-bromo-8-methyl-5-oxo-5H-dibenzo[a,d]cycloheptene), C(#N)CP(OCC)(OCC)=O (diethyl (cyanomethyl)phosphonate). Yields the product BrC1=CC=CC=2C(C3=C(C=CC21)C=C(C=C3)C)CC#N ((1-Bromo-8-methyl-5H-dibenzo[a,d]cyclohepten-5-yl)acetonitrile). Isolated yield 69.0%. Reaction SMILES: [Br:1][C:2]1[C:12]2[CH:11]=[CH:10][C:9]3[CH:13]=[C:14]([CH3:17])[CH:15]=[CH:16][C:8]=3[C:7](=O)[C:6]=2[CH:5]=[CH:4][CH:3]=1.[C:19]([CH2:21]P(=O)(OCC)OCC)#[N:20]>>[Br:1][C:2]1[C:12]2[CH:11]=[CH:10][C:9]3[CH:13]=[C:14]([CH3:17])[CH:15]=[CH:16][C:8]=3[CH:7]([CH2:21][C:19]#[N:20])[C:6]=2[CH:5]=[CH:4][CH:3]=1. Procedure: The same procedure as in Step A of Example 2 was repeated using 0.86 g of 1-bromo-8-methyl-5-oxo-5H-dibenzo[a,d]cycloheptene and 1.4 ml of diethyl (cyanomethyl)phosphonate to give 0.64 g (69%) of the product as an oily substance.